This data is from the Open Reaction Database (ORD), a public repository of structured organic reaction records. The task is: describe an organic reaction: reactants, conditions, products, and yield Product: C(C)(C)(C)OC1=CC=C(C=C1)C[C@@H](C(=O)O)NC(C1=CC(=CC=C1)C)=O ((S)-3-(4-tert-Butoxy-phenyl)-2-(3-methyl-benzoylamino)-propionic acid). Yield: 156.4%. Reaction conditions: temperature 0 celsius, time 2 hour. The reactants are [OH-].[Na+] (NaOH), C(C1=CC=CC=C1)OC(=O)N[C@H](C(=O)O)CC1CCCCC1 ((S)-2-Benzyloxycarbonylamino-3-cyclohexyl-propionic acid), C1(=CC(=CC=C1)C(=O)Cl)C (m-toluoyl chloride). Reported procedure: O-t-Butyl-L-tyrosine 1 (2.00 g, 7.8 mmol) was dissolved in H2O (10 mL) containing equimolar amounts of NaOH (0.31 g, 7.8 mmol). The solution was cooled to 0° C., then m-toluoyl chloride (1.04 mL, 7.8 mmol) was added dropwise under vigorous stirring. The mixture was allowed to warm to room temperature and stirred for approx. 2 h. After acidification with 0.25 M phosphate buffer (pH 6.2), the product was extracted from the reaction mixture three times with EtOAc. The combined organic layers were d... RXN SMILES: C(O[C:9]([NH:11][C@@H:12]([CH2:16][CH:17]1[CH2:22][CH2:21][CH2:20][CH2:19][CH2:18]1)[C:13]([OH:15])=[O:14])=[O:10])C1C=CC=CC=1.[OH-:23].[Na+].[C:25]1(C)[CH:30]=[CH:29][CH:28]=[C:27]([C:31](Cl)=O)[CH:26]=1>O>[C:17]([O:23][C:20]1[CH:19]=[CH:18][C:17]([CH2:16][C@H:12]([NH:11][C:9](=[O:10])[C:29]2[CH:30]=[CH:25][CH:26]=[C:27]([CH3:31])[CH:28]=2)[C:13]([OH:15])=[O:14])=[CH:22][CH:21]=1)([CH3:22])([CH3:18])[CH3:16] |f:1.2|. The solvent is O (H2O). The reactants are IC (Iodomethane), BrC1=C(C(=CC(=C1)C1=C2C=CC=CC2=C(C2=C1C1=C(S2)C=CC=C1)Br)O)O (3-bromo-5-(6-bromo-benzo [b]naphtho [2,3 -d]thiophen-11 -yl)-benzene-1, 2-diol), C([O-])([O-])=O.[K+].[K+] (potassium carbonate). Solvent: CN(C)C=O (DMF). The product is petroleum ether ethyl acetate, BrC=1C(=C(C=C(C1)C1=C2C=CC=CC2=C(C2=C1C1=C(S2)C=CC=C1)Br)O)OC (3-Bromo-5-(6-bromo-benzo[b]naphtho[2,3-d]thiophen-11-yl)-2-methoxy-phenol). Isolated yield 27.5%. As a reaction SMILES: IC.[Br:3][C:4]1[CH:9]=[C:8]([C:10]2[C:19]3[C:20]4[CH:26]=[CH:25][CH:24]=[CH:23][C:21]=4[S:22][C:18]=3[C:17]([Br:27])=[C:16]3[C:11]=2[CH:12]=[CH:13][CH:14]=[CH:15]3)[CH:7]=[C:6]([OH:28])[C:5]=1[OH:29].[C:30](=O)([O-])[O-].[K+].[K+]>CN(C=O)C>[Br:3][C:4]1[C:5]([O:29][CH3:30])=[C:6]([OH:28])[CH:7]=[C:8]([C:10]2[C:19]3[C:20]4[CH:26]=[CH:25][CH:24]=[CH:23][C:21]=4[S:22][C:18]=3[C:17]([Br:27])=[C:16]3[C:11]=2[CH:12]=[CH:13][CH:14]=[CH:15]3)[CH:9]=1 |f:2.3.4|. Reported procedure: Iodomethane (0.074 mL, 1.2 mmol) was added dropwise to a rt, stirred light suspension of 3-bromo-5-(6-bromo-benzo [b]naphtho [2,3 -d]thiophen-11 -yl)-benzene-1, 2-diol (0.30 g, 0.60 mmol), potassium carbonate (0.083 g, 0.6 mmol) in DMF (1.5 mL) over a period of five minutes. After the mixture was stirred at ambient temperature for 1.5 h., the reaction mixture was quenched with aqueous hydrochloric acid to pH 1 and further diluted with water (80 mL) and aqueous mixture was extracted with methylen... The reactants are C(C1=CC=CC=C1)OC=1C(=NC=CC1)O (3-(benzyloxy)pyridin-2-ol), C(C1=CC=CC=C1)NC(=O)C1=C(N=C(S1)Br)C (N-benzyl-2-bromo-4-methylthiazole-5-carboxamide). The product is C(C1=CC=CC=C1)NC(=O)C1=C(N=C(S1)N1C(C(=CC=C1)OCC1=CC=CC=C1)=O)C (N-Benzyl-2-(3-(benzyloxy)-2-oxopyridin-1(2H)-yl)-4-methylthiazole-5-carboxamide). The yield is 7.0%. As a reaction SMILES: [CH2:1]([O:8][C:9]1[C:10]([OH:15])=[N:11][CH:12]=[CH:13][CH:14]=1)[C:2]1[CH:7]=[CH:6][CH:5]=[CH:4][CH:3]=1.[CH2:16]([NH:23][C:24]([C:26]1[S:30][C:29](Br)=[N:28][C:27]=1[CH3:32])=[O:25])[C:17]1[CH:22]=[CH:21][CH:20]=[CH:19][CH:18]=1>>[CH2:16]([NH:23][C:24]([C:26]1[S:30][C:29]([N:11]2[CH:12]=[CH:13][CH:14]=[C:9]([O:8][CH2:1][C:2]3[CH:3]=[CH:4][CH:5]=[CH:6][CH:7]=3)[C:10]2=[O:15])=[N:28][C:27]=1[CH3:32])=[O:25])[C:17]1[CH:18]=[CH:19][CH:20]=[CH:21][CH:22]=1. Procedure: Following the procedure as described in Example 3, making variations only as required to use 3-(benzyloxy)pyridin-2-ol in place of 4-aminopyridin-2(1H)-one to react with N-benzyl-2-bromo-4-methylthiazole-5-carboxamide, the title compound was obtained as a white solid in 7% yield: mp 198-201° C.; 1H NMR (300 MHz, CDCl3) δ 8.45 (dd, J=6.0, 3.0 Hz, 1H), 7.46-7.29 (m, 10H), 6.73 (d, J=6.0 Hz, 1H), 6.32 (t, J=6.0 Hz, 1H), 6.13 (br, 1H), 5.15 (s, 2H), 4.61 (d, J=6.0 Hz, 2H), 2.71 (s, 3H); 13C NMR (75 ... Starting materials: COC(C[C@@H]1[C@H](O1)CO)OC.O(O)O (epoxy alcohol (2R,3R) 3-(2,2-dimethoxyethyl)oxirane-methanol), N(=[N+]=[N-])[Si](C)(C)C (azidotrimethylsilane), [F-].C(C)[Al+]CC (diethylaluminum fluoride). Run in ClCCl (dichloromethane). The product is N(=[N+]=[N-])[C@H]([C@@H](CO)O)CC(OC)OC ((2S,3S) 3-azido-5,5-dimethoxypentane1,2-diol). As a reaction SMILES: [CH3:1][O:2][CH:3]([O:10][CH3:11])[CH2:4][C@H:5]1[O:7][C@@H:6]1[CH2:8][OH:9].O(O)O.[N:15]([Si](C)(C)C)=[N+:16]=[N-:17].[F-].C([Al+]CC)C>ClCCl>[N:15]([C@@H:5]([CH2:4][CH:3]([O:10][CH3:11])[O:2][CH3:1])[C@H:6]([OH:7])[CH2:8][OH:9])=[N+:16]=[N-:17] |f:0.1,3.4|. Procedure: A mixture of the epoxy alcohol (2R,3R) 3-(2,2-dimethoxyethyl)oxirane-methanol and azidotrimethylsilane in dichloromethane is reacted with diethylaluminum fluoride to obtain (2S,3S) 3-azido-5,5-dimethoxypentane1,2-diol: ##STR6## Starting materials: ClC=1C=CC(=C(C1)C(O)(C)C)O (5-chloro-α,α-dimethyl-2-hydroxybenzene-methanol), [NH2-].[Na+] (sodium amide), ice, Cl (hydrochloric acid), ClC(C(=O)[O-])Cl.[K+] (potassium dichloroacetate). The solvent is C1(=CC=CC=C1)C (toluene), C1(=CC=CC=C1)C (toluene). Run at temperature 50 celsius. Product: ClC1=CC2=C(OC(OC2(C)C)C(=O)O)C=C1 (6-chloro-4,4-dimethyl-[4H]-1,3-benzodioxin-2-carboxylic acid). Isolated yield 85.0%. As a reaction SMILES: [Cl:1][C:2]1[CH:3]=[CH:4][C:5]([OH:12])=[C:6]([C:8]([CH3:11])([CH3:10])[OH:9])[CH:7]=1.[NH2-].[Na+].Cl[CH:16](Cl)[C:17]([O-:19])=[O:18].[K+].Cl>C1(C)C=CC=CC=1>[Cl:1][C:2]1[CH:3]=[CH:4][C:5]2[O:12][CH:16]([C:17]([OH:19])=[O:18])[O:9][C:8]([CH3:10])([CH3:11])[C:6]=2[CH:7]=1 |f:1.2,3.4|. Procedure: A solution of 1.9 g of 5-chloro-α,α-dimethyl-2-hydroxybenzene-methanol in 15 ml of toluene was added dropwise to a stirred mixture of 0.8 g of sodium amide and 100 ml of toluene and the mixture was refluxed for 5 hours and was cooled to 50° C. 2 g of potassium dichloroacetate were added thereto and the mixture was refluxed for 6 hours and was cooled to 20° C. The mixture was poured into 200 ml of ice and 100 ml of N hydrochloric acid. The decanted aqueous phase was extracted 3 times with 50 ml o... Starting materials: OCCCC1=C(N=NN1C1=CC=C(C=C1)C(=O)NCC(F)(F)F)C(=O)N (5-(3-hydroxypropyl)-1-(4-{[(2,2,2-trifluoroethyl)amino]carbonyl}phenyl)-1H-1,2,3-triazole-4-carboxamide), C1(=CC=CC=C1)P(C1=CC=CC=C1)C1=CC=CC=C1 (triphenylphosphine), BrC(Br)(Br)Br (tetrabromomethane). Solvent: ClCCl (dichloromethane). Reaction conditions: time 15 hour. Product: BrCCCC1=C(N=NN1C1=CC=C(C=C1)C(=O)NCC(F)(F)F)C(=O)NC1CC1 (5-(3-bromopropyl)-N-cyclopropyl-1-(4-{[(2,2,2-trifluoroethyl)amino]carbonyl}phenyl)-1H-1,2,3-triazole-4-carboxamide). Isolated yield 49.7%. As a reaction SMILES: O[CH2:2][CH2:3][CH2:4][C:5]1[N:9]([C:10]2[CH:15]=[CH:14][C:13]([C:16]([NH:18][CH2:19][C:20]([F:23])([F:22])[F:21])=[O:17])=[CH:12][CH:11]=2)[N:8]=[N:7][C:6]=1[C:24]([NH2:26])=[O:25].C1(P([C:40]2[CH:45]=[CH:44]C=CC=2)C2C=CC=CC=2)C=CC=CC=1.[Br:46]C(Br)(Br)Br>ClCCl>[Br:46][CH2:2][CH2:3][CH2:4][C:5]1[N:9]([C:10]2[CH:11]=[CH:12][C:13]([C:16]([NH:18][CH2:19][C:20]([F:22])([F:21])[F:23])=[O:17])=[CH:14][CH:15]=2)[N:8]=[N:7][C:6]=1[C:24]([NH:26][CH:44]1[CH2:45][CH2:40]1)=[O:25]. Reported procedure: To a solution of 5-(3-hydroxypropyl)-1-(4-{[(2,2,2-trifluoroethyl)amino]carbonyl}phenyl)-1H-1,2,3-triazole-4-carboxamide (381 mg, 0.93 mmol) obtained in Example 398 and triphenylphosphine (365 mg) in dichloromethane (12 ml) was added tetrabromomethane (460 mg), and the mixture was stirred at room temperature for 15 hr. The reaction mixture was concentrated under reduced pressure, and the obtained residue was purified by silica gel column (hexane/ethyl acetate=20/1 to 2/5) to give the title compo... The reactants are C1(CCCC1)C(C(=O)O)(C1=CC=C(C=C1)OC)O (2-cyclopentyl-2-hydroxy-2-(4-methoxyphenyl)acetic acid), C12CN(CC2C1)CC#CCO (4-(3-azabicyclo[3.1.0]hex-3-yl)-2-butynol). Yields the product [C@@H]12CN(C[C@H]2C1)CC#CCOC(C(O)(C1CCCC1)C1=CC=C(C=C1)OC)=O (4-[(1R,5S)-3-azabicyclo[3.1.0]hex-3-yl]but-2-ynyl-2-cyclopentyl-2-hydroxy-[4-methoxyphenyl]acetate). RXN SMILES: [CH:1]1([C:6]([OH:18])([C:10]2[CH:15]=[CH:14][C:13]([O:16][CH3:17])=[CH:12][CH:11]=2)[C:7]([OH:9])=[O:8])[CH2:5][CH2:4][CH2:3][CH2:2]1.[CH:19]12[CH2:24][CH:23]1[CH2:22][N:21]([CH2:25][C:26]#[C:27][CH2:28]O)[CH2:20]2>>[C@@H:19]12[CH2:24][C@@H:23]1[CH2:22][N:21]([CH2:25][C:26]#[C:27][CH2:28][O:8][C:7](=[O:9])[C:6]([C:10]1[CH:15]=[CH:14][C:13]([O:16][CH3:17])=[CH:12][CH:11]=1)([CH:1]1[CH2:5][CH2:4][CH2:3][CH2:2]1)[OH:18])[CH2:20]2. Reported procedure: The title compound was prepared by following the procedure described in Step-b of Example-3, using 2-cyclopentyl-2-hydroxy-2-(4-methoxyphenyl)acetic acid instead of 2-cyclopentyl-2-hydroxy-2-phenyl acetic acid and 4-(3-azabicyclo[3.1.0]hex-3-yl)-2-butynol instead of 4-(1,5-dimethyl-3-azabicyclo[3.1.0]hex-3-yl)-2-butynol. The reactants are CC1(C(N(C2=CC(=C(C=C12)NC(CCC1=CC=CC=C1)=O)[N+](=O)[O-])CCCCC)=O)C (N-(3,3-dimethyl-6-nitro-2-oxo-1-pentyl-2,3-dihydro-1H-indol-5-yl)-3-phenyl-propionamide), C(=O)([O-])[O-].[K+].[K+] (K2CO3), CI (methyl iodide). Run in CN(C=O)C (N,N-dimethylformamide). Run at temperature 75 celsius, time 2 day. Yields the product CC1(C(N(C2=CC(=C(C=C12)N(C(CCC1=CC=CC=C1)=O)C)[N+](=O)[O-])CCCCC)=O)C (N-(3,3-Dimethyl-6-nitro-2-oxo-1-pentyl-2,3-dihydro-1H-indol-5-yl)-N-methyl-3-phenyl-propionamide). RXN SMILES: [CH3:1][C:2]1([CH3:31])[C:10]2[C:5](=[CH:6][C:7]([N+:22]([O-:24])=[O:23])=[C:8]([NH:11][C:12](=[O:21])[CH2:13][CH2:14][C:15]3[CH:20]=[CH:19][CH:18]=[CH:17][CH:16]=3)[CH:9]=2)[N:4]([CH2:25][CH2:26][CH2:27][CH2:28][CH3:29])[C:3]1=[O:30].[C:32]([O-])([O-])=O.[K+].[K+].CI>CN(C)C=O>[CH3:31][C:2]1([CH3:1])[C:10]2[C:5](=[CH:6][C:7]([N+:22]([O-:24])=[O:23])=[C:8]([N:11]([CH3:32])[C:12](=[O:21])[CH2:13][CH2:14][C:15]3[CH:20]=[CH:19][CH:18]=[CH:17][CH:16]=3)[CH:9]=2)[N:4]([CH2:25][CH2:26][CH2:27][CH2:28][CH3:29])[C:3]1=[O:30] |f:1.2.3|. Procedure: To a solution of N-(3,3-dimethyl-6-nitro-2-oxo-1-pentyl-2,3-dihydro-1H-indol-5-yl)-3-phenyl-propionamide (142 mg) in dry N,N-dimethylformamide (6 ml) is added K2CO3 (163 mg; 1.18 mmol) and methyl iodide (45 μl; 0.72 mmol). The mixture is stirred at 75° C. for 2 days. After an aqueous work-up the compound is obtained. Reaction SMILES: [OH:1][C:2]1[CH:7]=[CH:6][CH:5]=[CH:4][C:3]=1[CH:8]=[CH:9][C:10]1[N:11]([CH3:19])[C:12]2[C:17]([CH:18]=1)=[CH:16][CH:15]=[CH:14][CH:13]=2.C1(P(C2C=CC=CC=2)C2C=CC=CC=2)C=CC=CC=1.CC[O:41]C(/N=N/C(OCC)=O)=O.[CH2:51]1[CH2:55][O:54][CH2:53][CH2:52]1>[Cl-].[Na+].O>[CH3:55][O:54][C:53]([C@@H:52]([O:1][C:2]1[CH:7]=[CH:6][CH:5]=[CH:4][C:3]=1[CH:8]=[CH:9][C:10]1[N:11]([CH3:19])[C:12]2[C:17]([CH:18]=1)=[CH:16][CH:15]=[CH:14][CH:13]=2)[CH3:51])=[O:41] |f:4.5.6|. Yields the product COC(=O)[C@H](C)OC1=C(C=CC=C1)C=CC=1N(C2=CC=CC=C2C1)C ((S)-2-{2[2-(1-methoxycarbonylethoxy)phenyl]vinyl}-1-methylindole). Isolated yield 90.0%. Procedure details: To a solution of 1.50 g (6.02 mmol) of 2-[2-(2-hydroxyphenyl)vinyl]-1-methylindole, 1.89 g (7.21 mmol) of triphenylphosphine and 0.69 ml (7.22 mmol) of R-(+)-methyl lactate in 15 ml of THF was added 1.14 ml (7.24 mmol) of diethylazodicarboxylate under an ice-cooled condition, followed by stirring at room temperature for 2 hours. Brine was added to the reaction mixture, followed by extraction with methylene chloride. The extract was dried over Na2SO4, and evaporated. CHCl3 -n-hexane was added to ... The solvent is [Cl-].[Na+].O (Brine). Conditions: time 2 hour. The reactants are OC1=C(C=CC=C1)C=CC=1N(C2=CC=CC=C2C1)C (2-[2-(2-hydroxyphenyl)vinyl]-1-methylindole), C1(=CC=CC=C1)P(C1=CC=CC=C1)C1=CC=CC=C1 (triphenylphosphine), R-(+)-methyl lactate, CCOC(=O)/N=N/C(=O)OCC (diethylazodicarboxylate), C1CCOC1 (THF).